The task is: describe an organic reaction: reactants, conditions, products, and yield. This data is from the Open Reaction Database (ORD), a public repository of structured organic reaction records. Starting materials: C(C)(=O)OCC (ethyl acetate), [Si](C)(C)(C(C)(C)C)O[C@H](C)[C@H]1C(N[C@@H]1CC(=O)O)=O ((3S,4R)-3-[(1R)-1-t-butyldimethylsilyloxyethyl]-4-carboxymethyl-2-oxoazetidine), C([O-])([O-])=O.[K+].[K+] (potassium carbonate), CI (methyl iodide). Solvent: O (water), CN(C=O)C (dimethylformamide). Run at temperature 0 celsius, time 10 minute. The product is [Si](C)(C)(C(C)(C)C)O[C@H](C)[C@H]1C(N[C@@H]1CC(=O)OC)=O ((3S,4R)-3-[(1R)-1-t-butyldimethylsilyloxyethyl]-4-methoxycarbonylmethyl-2-oxoazetidine). Isolated yield 90.0%. RXN SMILES: [Si:1]([O:8][C@@H:9]([C@@H:11]1[C@@H:14]([CH2:15][C:16]([OH:18])=[O:17])[NH:13][C:12]1=[O:19])[CH3:10])([C:4]([CH3:7])([CH3:6])[CH3:5])([CH3:3])[CH3:2].[C:20](=O)([O-])[O-].[K+].[K+].CI.C(OCC)(=O)C>CN(C)C=O.O>[Si:1]([O:8][C@@H:9]([C@@H:11]1[C@@H:14]([CH2:15][C:16]([O:18][CH3:20])=[O:17])[NH:13][C:12]1=[O:19])[CH3:10])([C:4]([CH3:7])([CH3:5])[CH3:6])([CH3:3])[CH3:2] |f:1.2.3|. Procedure: To a solution of (3S,4R)-3-[(1R)-1-t-butyldimethylsilyloxyethyl]-4-carboxymethyl-2-oxoazetidine (302.6 mg) in dimethylformamide (10 ml was added potassium carbonate (160 mg) at 0° C. After 10 minutes, to the mixture was added dropwise methyl iodide (68.8 μl ). After stirring at 0° C. for 1.5 hours, the reaction mixture was poured into a mixture of ethyl acetate (100 ml) and water (30 ml). The organic layer was separated, washed with brine and dried over magnesium sulfate. Evaporation of the solv... Starting materials: S=C(c1ncc[nH]1)c1ncc[nH]1, ClCCl, CCOCC, CC(C)(C)OC(=O)N1CCNCC1, Nc1ccccn1. The product is CC(C)(C)OC(=O)N1CCN(C(=S)Nc2ccccn2)CC1. Reaction SMILES: [C:8](=[S:9])([c:10]1[nH:11][cH:12][cH:13][n:14]1)[c:15]1[nH:16][cH:17][cH:18][n:19]1.[CH2:33]([Cl:34])[Cl:35].[CH3:36][CH2:37][O:38][CH2:39][CH3:40].[N:20]1([C:26](=[O:27])[O:28][C:29]([CH3:30])([CH3:31])[CH3:32])[CH2:21][CH2:22][NH:23][CH2:24][CH2:25]1.[NH2:1][c:2]1[n:3][cH:4][cH:5][cH:6][cH:7]1>>[NH:1]([c:2]1[n:3][cH:4][cH:5][cH:6][cH:7]1)[C:8](=[S:9])[N:23]1[CH2:22][CH2:21][N:20]([C:26](=[O:27])[O:28][C:29]([CH3:30])([CH3:31])[CH3:32])[CH2:25][CH2:24]1.